From a dataset of the Open Reaction Database (ORD), a public repository of structured organic reaction records. describe an organic reaction: reactants, conditions, products, and yield Starting materials: OC=1C=C2CCN(C(C2=CC1)=O)C (6-hydroxy-2-methyl-3,4-dihydro-2H-isoquinolin-1-one), COC1=CC2=C(N(C(OC2)=O)C)C=C1CCN1CCC(CC1)N1C=CC2=CC=C(C=C12)C(=O)NC (1-{1-[2-(6-Methoxy-1-methyl-2-oxo-1,4-dihydro-2H-benz[d](1,3)-oxazin-7-yl)ethyl]piperidin-4-yl}-N-methyl-1H-indole-6-carboxamide), COC1=CC=C2C(C(COC2=C1CCN1CCC(CC1)N1C=CC2=CC=C(C=C12)C(=O)N)(C)C)=O (1-{1-[2-(7-Methoxy-3,3-dimethyl-4-oxochroman-8-yl)ethyl]piperidin-4-yl}-1H-indole-6-carboxamide), C(C=C)C=1C(=CC2=C(NC(OC2)=O)C1)OC (7-allyl-6-methoxy-1,4-dihydrobenz[d][1,3]oxazin-2-one). Product: COC=1C=C2CCN(C(C2=CC1CCN1CCC(CC1)N1C=CC2=CC=C(C=C12)C(=O)NC)=O)C (1-{1-[2-(6-methoxy-2-methyl-1-oxo-1,2,3,4-tetrahydroisoquinolin-7-yl)ethyl]piperidin-4-yl}-N-methyl-1H-indole-6-carboxamide). Reaction SMILES: OC1C=C2C(=CC=1)[C:8](=[O:12])[N:7]([CH3:13])[CH2:6]C2.COC1C(CCN2CCC(N3C4C(=CC=C(C(N)=O)C=4)C=C3)CC2)=C2C(C(=O)C(C)(C)CO2)=CC=1.C(C1C(OC)=CC2COC(=O)NC=2C=1)C=C.[CH3:65][O:66][C:67]1[C:78]([CH2:79][CH2:80][N:81]2[CH2:86][CH2:85][CH:84]([N:87]3[C:95]4[C:90](=[CH:91][CH:92]=[C:93]([C:96]([NH:98][CH3:99])=[O:97])[CH:94]=4)[CH:89]=[CH:88]3)[CH2:83][CH2:82]2)=[CH:77][C:70]2N(C)C(=O)O[CH2:74][C:69]=2[CH:68]=1>>[CH3:65][O:66][C:67]1[CH:68]=[C:69]2[C:70](=[CH:77][C:78]=1[CH2:79][CH2:80][N:81]1[CH2:86][CH2:85][CH:84]([N:87]3[C:95]4[C:90](=[CH:91][CH:92]=[C:93]([C:96]([NH:98][CH3:99])=[O:97])[CH:94]=4)[CH:89]=[CH:88]3)[CH2:83][CH2:82]1)[C:8](=[O:12])[N:7]([CH3:13])[CH2:6][CH2:74]2. Procedure: The subject compound was synthesized from 6-hydroxy-2-methyl-3,4-dihydro-2H-isoquinolin-1-one (CAS#: 308110-07-8) according to the methods described in Example 22, (1), (2) and (3), and Example 23, (5).